This data is from the Open Reaction Database (ORD), a public repository of structured organic reaction records. The task is: describe an organic reaction: reactants, conditions, products, and yield Starting materials: O=C(NC1CCC(C(=O)N2CCc3ccc([N+](=O)[O-])cc32)CC1)OCc1ccccc1, CCO, ClC(Cl)Cl, [Cl-], [Na+], [OH-]. Yields the product Nc1ccc2c(c1)N(C(=O)C1CCC(NC(=O)OCc3ccccc3)CC1)CC2. As a reaction SMILES: [CH2:5]([c:6]1[cH:7][cH:8][cH:9][cH:10][cH:11]1)[O:12][C:13](=[O:14])[NH:15][CH:16]1[CH2:17][CH2:18][CH:19]([C:22](=[O:23])[N:24]2[CH2:25][CH2:26][c:27]3[cH:28][cH:29][c:30]([N+:33]([O-:34])=[O:35])[cH:31][c:32]32)[CH2:20][CH2:21]1.[CH3:2][CH2:3][OH:4].[CH:38]([Cl:39])([Cl:40])[Cl:41].[Cl-:1].[Na+:37].[OH-:36]>>[CH2:5]([c:6]1[cH:7][cH:8][cH:9][cH:10][cH:11]1)[O:12][C:13](=[O:14])[NH:15][CH:16]1[CH2:17][CH2:18][CH:19]([C:22](=[O:23])[N:24]2[CH2:25][CH2:26][c:27]3[cH:28][cH:29][c:30]([NH2:33])[cH:31][c:32]32)[CH2:20][CH2:21]1.